This data is from the Open Reaction Database (ORD), a public repository of structured organic reaction records. The task is: describe an organic reaction: reactants, conditions, products, and yield The reactants are C(C)(=O)O\N=C(\C1=C(C=C(C=C1)OC)O)/C1=CC=C(C=C1)Cl (E-4'-chloro-2-hydroxy-4-methoxybenzophenone-O-acetyl oxime), C([O-])([O-])=O.[K+].[K+] (potassium carbonate), water ice. Solvent: CC(CC)=O (2-butanone). Run at temperature 80 celsius. Yields the product ClC1=CC=C(C=C1)C1=NOC2=C1C=CC(=C2)OC (3-(4-chlorophenyl)-6-methoxy-1,2-benzisoxazole). As a reaction SMILES: C(O/[N:5]=[C:6](\[C:16]1[CH:21]=[CH:20][C:19]([Cl:22])=[CH:18][CH:17]=1)/[C:7]1[CH:12]=[CH:11][C:10]([O:13][CH3:14])=[CH:9][C:8]=1[OH:15])(=O)C.C(=O)([O-])[O-].[K+].[K+]>CC(=O)CC>[Cl:22][C:19]1[CH:20]=[CH:21][C:16]([C:6]2[C:7]3[CH:12]=[CH:11][C:10]([O:13][CH3:14])=[CH:9][C:8]=3[O:15][N:5]=2)=[CH:17][CH:18]=1 |f:1.2.3|. Reported procedure: A mixture of 5.32 g of E-4'-chloro-2-hydroxy-4-methoxybenzophenone-O-acetyl oxime, 3.45 g of potassium carbonate and 50 ml of 2-butanone is heated under reflux at 80° C. for 2 hr. The reaction mixture is poured into water/ice. The precipitate is filtered, dried, and recrystallized from toluene/ether to give 3-(4-chlorophenyl)-6-methoxy-1,2-benzisoxazole, mp 148°-9° C.